This data is from the Open Reaction Database (ORD), a public repository of structured organic reaction records. The task is: describe an organic reaction: reactants, conditions, products, and yield Starting materials: O=C([O-])[O-], CI, COC(=O)c1sccc1S(=O)(=O)NCCc1ccc(F)cc1, [K+], [K+]. Product: COC(=O)c1sccc1S(=O)(=O)N(C)CCc1ccc(F)cc1. Reaction SMILES: [C:1](=[O:2])([O-:3])[O-:4].[CH3:29][I:30].[CH3:7][O:8][C:9](=[O:10])[c:11]1[s:12][cH:13][cH:14][c:15]1[S:16]([NH:17][CH2:18][CH2:19][c:20]1[cH:21][cH:22][c:23]([F:26])[cH:24][cH:25]1)(=[O:27])=[O:28].[K+:5].[K+:6]>>[CH3:1][N:17]([S:16]([c:15]1[c:11]([C:9]([O:8][CH3:7])=[O:10])[s:12][cH:13][cH:14]1)(=[O:27])=[O:28])[CH2:18][CH2:19][c:20]1[cH:21][cH:22][c:23]([F:26])[cH:24][cH:25]1. The reactants are C(C)(C)(C)OC(=O)N1C=C(C2=CC=CC=C12)C1=CC=C(C=C1)F (1-(t-Butoxy)carbonyl-3-(4-fluorophenyl)indole), FC(C(=O)O)(F)F (trifluoroacetic acid). The product is C(C)(C)(C)OC(=O)NC1=C(CO)C=CC=C1 (2-(t-Butoxy)carbonylaminobenzyl alcohol). The yield is 79.0%. RXN SMILES: [C:1]([O:5][C:6]([N:8]1[C:16]2[C:11](=[CH:12][CH:13]=[CH:14][CH:15]=2)[C:10](C2C=CC(F)=CC=2)=C1)=[O:7])([CH3:4])([CH3:3])[CH3:2].FC(F)(F)C(O)=[O:27]>>[C:1]([O:5][C:6]([NH:8][C:16]1[CH:15]=[CH:14][CH:13]=[CH:12][C:11]=1[CH2:10][OH:27])=[O:7])([CH3:4])([CH3:3])[CH3:2]. Procedure: 1-(t-Butoxy)carbonyl-3-(4-fluorophenyl)indole (0.340 g) was freed from the protecting group with the use of trifluoroacetic acid and then treated as in the above Production Example 54 to give the title compound (0.184 g) as a pale yellow oil (yield: 79.0%).